Dataset: the Open Reaction Database (ORD), a public repository of structured organic reaction records. Task: describe an organic reaction: reactants, conditions, products, and yield The reactants are C=O, [Na+], [OH-], COc1ccc2nccc(O)c2c1. Product: COc1ccc2ncc(CO)c(O)c2c1. As a reaction SMILES: [CH2:14]=[O:15].[Na+:17].[OH-:16].[OH:1][c:2]1[cH:3][cH:4][n:5][c:6]2[cH:7][cH:8][c:9]([O:12][CH3:13])[cH:10][c:11]12>>[OH:1][c:2]1[c:3]([CH2:14][OH:15])[cH:4][n:5][c:6]2[cH:7][cH:8][c:9]([O:12][CH3:13])[cH:10][c:11]12. The reactants are ClCC(=O)O (chloroacetic acid), O (water), [H-].[Na+] (sodium hydride), O1CCC(CC1)O (tetrahydro-2H-pyran-4-ol). Run in O1CCOCC1 (1,4-dioxane), O1CCOCC1 (1,4-dioxane). Reaction conditions: time 3 hour. Yields the product O1CCC(CC1)OC(CO)=O (O-(tetrahydropyran-4-yl)-glycolic acid). Reaction SMILES: [H-].[Na+].[O:3]1[CH2:8][CH2:7][CH:6]([OH:9])[CH2:5][CH2:4]1.Cl[CH2:11][C:12]([OH:14])=O.[OH2:15]>O1CCOCC1>[O:3]1[CH2:8][CH2:7][CH:6]([O:9][C:12](=[O:14])[CH2:11][OH:15])[CH2:5][CH2:4]1 |f:0.1|. Procedure details: At 65°, 3.20 g (80 mmol) of 60% sodium hydride in oil (Fluka, pract.) are added to a solution of 2.042 g (1.902 ml, d=1.074; 20.0 mmol) of tetrahydro-2H-pyran-4-ol (Fluka, pract.) in 70 ml of absolute 1,4-dioxane. The resulting grey suspension is stirred for 3 hours under reflux, is allowed to cool to 65° again and then a solution of 1.89 g (20.0 mmol) of chloroacetic acid (Fluka, puriss.) in 40 ml of absolute 1,4-dioxane is added dropwise over a period of 20 minutes. The resulting grey-brown su... Yields the product C(#N)C1=C(N(C2=NC(=CC(=C21)C)C)[C@@H]2CCCC1=CC=CC=C21)/C=C/C(=O)O ((2E)-3-{3-cyano-4,6-dimethyl-1-[(1R)-1,2,3,4-tetrahydronaphthalen-1-yl]-1H-pyrrolo[2,3-b]pyridin-2-yl}prop-2-enoic acid). RXN SMILES: [C:1]([C:3]1[C:11]2[C:6](=[N:7][C:8]([CH3:13])=[CH:9][C:10]=2[CH3:12])[N:5]([C@H:14]2[C:23]3[C:18](=[CH:19][CH:20]=[CH:21][CH:22]=3)[CH2:17][CH2:16][CH2:15]2)[C:4]=1/[CH:24]=[CH:25]/[C:26]([O:28]CC)=[O:27])#[N:2].[OH-].[Na+].O.Cl>C(O)C.C1COCC1>[C:1]([C:3]1[C:11]2[C:6](=[N:7][C:8]([CH3:13])=[CH:9][C:10]=2[CH3:12])[N:5]([C@H:14]2[C:23]3[C:18](=[CH:19][CH:20]=[CH:21][CH:22]=3)[CH2:17][CH2:16][CH2:15]2)[C:4]=1/[CH:24]=[CH:25]/[C:26]([OH:28])=[O:27])#[N:2] |f:1.2|. Solvent: C(C)O (ethanol), C1CCOC1 (THF). Reported procedure: To a solution of ethyl (2E)-3-{3-cyano-4,6-dimethyl-1-[(1R)-1,2,3,4-tetrahydronaphthalen-1-yl]-1H-pyrrolo[2,3-b]pyridin-2-yl}prop-2-enoate (4.25 g, 10.6 mmol) in ethanol (40 ml) and THF (30 ml) was added a 1 N aqueous sodium hydroxide solution (21 ml), and the mixture was stirred at room temperature for 1 hour. The reaction solution was poured into water, neutralized with 1 N hydrochloric acid and extracted with ethyl acetate. The extract was dried over anhydrous magnesium sulfate and the solven... Run at time 1 hour. Starting materials: C(#N)C1=C(N(C2=NC(=CC(=C21)C)C)[C@@H]2CCCC1=CC=CC=C21)/C=C/C(=O)OCC (ethyl (2E)-3-{3-cyano-4,6-dimethyl-1-[(1R)-1,2,3,4-tetrahydronaphthalen-1-yl]-1H-pyrrolo[2,3-b]pyridin-2-yl}prop-2-enoate), [OH-].[Na+] (sodium hydroxide), Cl (hydrochloric acid), O (water). Starting materials: COC=1C=C2C(=CC(C2=CC1)=O)C1=CC=CC=C1 (5-Methoxy-3-phenyl-1H-inden-1-one), C1CC(=O)N(C1=O)Br (NBS), CC(C)(C#N)N=NC(C)(C)C#N (AIBN). Run in C(Cl)(Cl)(Cl)Cl (CCl4). The product is BrC=1C(C2=CC=C(C=C2C1C1=CC=CC=C1)OC)=O (2-Bromo-5-methoxy-3-phenyl-1H-inden-1-one). Isolated yield 65.6%. Reaction SMILES: [CH3:1][O:2][C:3]1[CH:4]=[C:5]2[C:9](=[CH:10][CH:11]=1)[C:8](=[O:12])[CH:7]=[C:6]2[C:13]1[CH:18]=[CH:17][CH:16]=[CH:15][CH:14]=1.C1C(=O)N([Br:26])C(=O)C1.CC(N=NC(C#N)(C)C)(C#N)C>C(Cl)(Cl)(Cl)Cl>[Br:26][C:7]1[C:8](=[O:12])[C:9]2[C:5]([C:6]=1[C:13]1[CH:18]=[CH:17][CH:16]=[CH:15][CH:14]=1)=[CH:4][C:3]([O:2][CH3:1])=[CH:11][CH:10]=2. Reported procedure: 5-Methoxy-3-phenyl-1H-inden-1-one (2.8 g, 11.85 mmol) obtained in Step 3 was placed into a flask and dissolved in CCl4 (20 mL). To the resulting solution, NBS (2.53 g, 14.22 mmol, 1.2 eq) and AIBN (280 mg, 10%/w) were added. The resulting mixture was allowed to reflux for 2 h. After cooling to room temperature, the reaction mixture was quenched with sat. Na2S2O3 (20 mL) extracted with CH2Cl2(20 mL×3). The organic layers were washed H2O and brine, dried over MgSO4 and concentrated in vacuo to giv... The reactants are Brc1csc(Br)c1, O=C([O-])[O-], OCCCO, CCO, Cc1ccccc1, [Na+], [Na+], OB(O)c1cccnc1. Product: Brc1csc(-c2cccnc2)c1. As a reaction SMILES: [Br:1][c:2]1[s:3][cH:4][c:5]([Br:7])[cH:6]1.[C:22](=[O:23])([O-:24])[O-:25].[CH2:8]([OH:9])[CH2:10][CH2:11][OH:12].[CH3:28][CH2:29][OH:30].[CH3:31][c:32]1[cH:33][cH:34][cH:35][cH:36][cH:37]1.[Na+:26].[Na+:27].[n:13]1[cH:14][c:15]([B:19]([OH:20])[OH:21])[cH:16][cH:17][cH:18]1>>[c:2]1(-[c:15]2[cH:14][n:13][cH:18][cH:17][cH:16]2)[s:3][cH:4][c:5]([Br:7])[cH:6]1. Starting materials: COc1ccc2cc(Br)ccc2c1, COc1ccc2cc(CCC(C)=O)ccc2c1. The product is Oc1ccc2cc(Br)ccc2c1. Reaction SMILES: [Br:18][c:19]1[cH:20][c:21]2[cH:22][cH:23][c:24]([O:29][CH3:30])[cH:25][c:26]2[cH:27][cH:28]1.[CH3:1][O:2][c:3]1[cH:4][c:5]2[c:6]([cH:7][cH:8]1)[cH:9][c:10]([CH2:11][CH2:12][C:13](=[O:14])[CH3:15])[cH:16][cH:17]2>>[Br:18][c:19]1[cH:20][c:21]2[cH:22][cH:23][c:24]([OH:29])[cH:25][c:26]2[cH:27][cH:28]1.